Dataset: the Open Reaction Database (ORD), a public repository of structured organic reaction records. Task: describe an organic reaction: reactants, conditions, products, and yield The reactants are CS(=O)(=O)c1ccc(N2CCc3c(Cl)ncnc32)c(F)c1, [H-], OC1CCN(C2=NCCCN2)CC1, [Na+], CN(C)C=O. Product: CS(=O)(=O)c1ccc(N2CCc3c(OC4CCN(C5=NCCCN5)CC4)ncnc32)c(F)c1. Reaction SMILES: [Cl:16][c:17]1[c:18]2[c:19]([n:20][cH:21][n:22]1)[N:23]([c:26]1[c:27]([F:36])[cH:28][c:29]([S:32](=[O:33])(=[O:34])[CH3:35])[cH:30][cH:31]1)[CH2:24][CH2:25]2.[H-:14].[NH:1]1[C:2]([N:7]2[CH2:8][CH2:9][CH:10]([OH:13])[CH2:11][CH2:12]2)=[N:3][CH2:4][CH2:5][CH2:6]1.[Na+:15].[O:37]=[CH:38][N:39]([CH3:40])[CH3:41]>>[NH:1]1[C:2]([N:7]2[CH2:8][CH2:9][CH:10]([O:13][c:17]3[c:18]4[c:19]([n:20][cH:21][n:22]3)[N:23]([c:26]3[c:27]([F:36])[cH:28][c:29]([S:32](=[O:33])(=[O:34])[CH3:35])[cH:30][cH:31]3)[CH2:24][CH2:25]4)[CH2:11][CH2:12]2)=[N:3][CH2:4][CH2:5][CH2:6]1. The reactants are C(C)(C)(C)O (tert-butanol), C(CCCCCCCCO)O (1,9-nonanediol), [OH-].[Na+] (sodium hydroxide). The product is C(C)(C)(C)OCCCCCCCCCO (9-tert-butoxy-1-nonanol). The yield is 25.9%. As a reaction SMILES: [C:1]([OH:5])([CH3:4])([CH3:3])[CH3:2].[CH2:6](O)[CH2:7][CH2:8][CH2:9][CH2:10][CH2:11][CH2:12][CH2:13][CH2:14][OH:15].[OH-].[Na+]>>[C:1]([O:5][CH2:6][CH2:7][CH2:8][CH2:9][CH2:10][CH2:11][CH2:12][CH2:13][CH2:14][OH:15])([CH3:4])([CH3:3])[CH3:2] |f:2.3|. Reported procedure: 200 g (2.7 mol) of tert-butanol, 100 g (0.625 mol) of 1,9-nonanediol and 2 g of sulfuric aid were placed in a 500 ml round bottomed flask, and refluxed with heat for 5 hours, followed by neutralizing with an aqueous sodium hydroxide solution. After unreacted tert-butanol was evaporated, hexane was added and stirred. The diol insoluble in hexane was discarded by filtration. The hexane layer was washed with water, and dried with anhydrous sodium sulfate. After filtration, the solvent was evaporate...